Dataset: the Open Reaction Database (ORD), a public repository of structured organic reaction records. Task: describe an organic reaction: reactants, conditions, products, and yield Reactants: CCOC(=O)CC(=O)C(OC)OC, CN(C)c1ccncc1, Cc1ccccc1, O=P([O-])([O-])[O-], OCC=Cc1ccccc1. The product is COC(OC)C(=O)CC(=O)OCC=Cc1ccccc1. Reaction SMILES: [CH3:1][O:2][CH:3]([C:4]([CH2:5][C:6](=[O:7])[O:8][CH2:9][CH3:10])=[O:11])[O:12][CH3:13].[CH3:29][N:30]([CH3:31])[c:32]1[cH:33][cH:34][n:35][cH:36][cH:37]1.[CH3:38][c:39]1[cH:40][cH:41][cH:42][cH:43][cH:44]1.[O-:24][P:25](=[O:26])([O-:27])[O-:28].[OH:14][CH2:15][CH:16]=[CH:17][c:18]1[cH:19][cH:20][cH:21][cH:22][cH:23]1>>[CH3:1][O:2][CH:3]([C:4]([CH2:5][C:6](=[O:7])[O:8][CH2:9][CH:10]=[CH:17][c:18]1[cH:19][cH:20][cH:21][cH:22][cH:23]1)=[O:11])[O:12][CH3:13]. Reactants: SN[C@@H](CC(C)C)C(=O)N[C@@H](CC(C)C)C(=O)NCC(=O)OCC (HS-Leu-Leu-Gly-OC2H5), Cl.C(C)OC(CNC([C@@H](N)C)=O)=O (L-alanylglycine ethyl ester hydrochloride), Cl.C(C)OC(CNC([C@@H](N)CC(C)C)=O)=O (L-leucylglycine ethyl ester hydrochloride). The product is SN[C@@H](CC(C)C)C(=O)N[C@@H](C)C(=O)NCC(=O)OCC (HS-Leu-Ala-Gly-OC2H5). As a reaction SMILES: [SH:1][NH:2][C@H:3]([C:8]([NH:10][C@H:11]([C:16]([NH:18][CH2:19][C:20]([O:22][CH2:23][CH3:24])=[O:21])=[O:17])[CH2:12]C(C)C)=[O:9])[CH2:4][CH:5]([CH3:7])[CH3:6].Cl.C(OC(=O)CNC(=O)[C@H](C)N)C.Cl.C(OC(=O)CNC(=O)[C@H](CC(C)C)N)C>>[SH:1][NH:2][C@H:3]([C:8]([NH:10][C@H:11]([C:16]([NH:18][CH2:19][C:20]([O:22][CH2:23][CH3:24])=[O:21])=[O:17])[CH3:12])=[O:9])[CH2:4][CH:5]([CH3:7])[CH3:6] |f:1.2,3.4|. Procedure details: This mercaptopeptidyl ester was prepared substantially similarly as HS-Leu-Leu-Gly-OC2H5, above, except that an equivalent amount of L-alanylglycine ethyl ester hydrochloride was used in the coupling reaction instead of L-leucylglycine ethyl ester hydrochloride. Starting materials: C(C)(C)(C)OC(=O)N1CCC(CC1)C(=O)O (piperidine-1,4-dicarboxylic acid mono-tert-butyl ester), C1=CN(C=N1)C(=O)N2C=CN=C2 (CDI), NC=1C=C(C#N)C=CC1N (3,4-diamino-benzonitrile). Run in CN(C)C=O (DMF), N1=CC=CC=C1 (pyridine). Reaction conditions: temperature 100 celsius, time 2 hour. Yields the product C(#N)C1=CC2=C(NC(=N2)C2CCN(CC2)C(=O)OC(C)(C)C)C=C1 (tert-butyl 4-(5-cyano-1H-benzo[d]imidazol-2-yl)piperidine-1-carboxylate). Yield: 37.4%. Reaction SMILES: [C:1]([O:5][C:6]([N:8]1[CH2:13][CH2:12][CH:11]([C:14](O)=O)[CH2:10][CH2:9]1)=[O:7])([CH3:4])([CH3:3])[CH3:2].C1N=CN(C(N2C=NC=C2)=O)C=1.[NH2:29][C:30]1[CH:31]=[C:32]([CH:35]=[CH:36][C:37]=1[NH2:38])[C:33]#[N:34]>CN(C=O)C.N1C=CC=CC=1>[C:33]([C:32]1[CH:35]=[CH:36][C:37]2[NH:38][C:14]([CH:11]3[CH2:12][CH2:13][N:8]([C:6]([O:5][C:1]([CH3:4])([CH3:3])[CH3:2])=[O:7])[CH2:9][CH2:10]3)=[N:29][C:30]=2[CH:31]=1)#[N:34]. Procedure: To the solution of piperidine-1,4-dicarboxylic acid mono-tert-butyl ester (15 g, 65.5 mmol) in DMF (50 mL) and pyridine (50 mL) was added CDI (10.6 g, 65.5 mmol) at 45° C. and the mixture was stirred for another 2 h at this temperature. Then 3,4-diamino-benzonitrile (8.7 g, 65.5 mmol) was added and the mixture was stirred at RT overnight. Solvents were removed in vacuo and the residue was dissolved in HOAc (20 mL) and heated for 1 h at 100° C. Then the reaction mixture was concentrated and the r... The solvent is ClCCl (dichloromethane), ClCCl (dichloromethane). The product is C(C)C=1NC(=CC(C1C(=O)N)=O)CC (2,6-diethyl-1,4-dihydro-4-oxopyridine-3-carboxamide). Starting materials: CO (Methanol), solution, N[Al](C)C (aminodimethyl aluminium), C(C)C=1NC(=CC(C1C(=O)OC)=O)CC (methyl 2,6-diethyl-1,4-dihydro-4-oxopyridine-3-carboxylate). Procedure details: A 1.3M solution of aminodimethyl aluminium in dichloromethane (obtained as described in Tetrahedron Letters, 1979, 4907) (7.8 ml) was added to a solution of methyl 2,6-diethyl-1,4-dihydro-4-oxopyridine-3-carboxylate (1.05 g in dichloromethane (50 ml) and the solution was left to stand for 20 hours. Methanol (5 ml) was added and the mixture was stirred for 1 hour. The precipitated solid was removed by filtration through a bed of diatomaceous earth. The filtrate was concentrated and the residue pu... Reaction conditions: time 20 hour. RXN SMILES: [NH2:1][Al](C)C.[CH2:5]([C:7]1[NH:8][C:9]([CH2:18][CH3:19])=[CH:10][C:11](=[O:17])[C:12]=1[C:13](OC)=[O:14])[CH3:6].CO>ClCCl>[CH2:5]([C:7]1[NH:8][C:9]([CH2:18][CH3:19])=[CH:10][C:11](=[O:17])[C:12]=1[C:13]([NH2:1])=[O:14])[CH3:6]. The reactants are ClCCl, CC(C)(C)OC(=O)N1C(CC2CCCCC2)C(C(O)C2CC2)OC1(C)C, [Na+], [OH-]. The product is CC(C)(C)OC(=O)N1C(CC2CCCCC2)C(C(=O)C2CC2)OC1(C)C. Reaction SMILES: [CH2:29]([Cl:30])[Cl:31].[CH:1]1([CH2:7][CH:8]2[N:9]([C:20](=[O:21])[O:22][C:23]([CH3:24])([CH3:25])[CH3:26])[C:10]([CH3:18])([CH3:19])[O:11][CH:12]2[CH:13]([OH:14])[CH:15]2[CH2:16][CH2:17]2)[CH2:2][CH2:3][CH2:4][CH2:5][CH2:6]1.[Na+:28].[OH-:27]>>[CH:1]1([CH2:7][CH:8]2[N:9]([C:20](=[O:21])[O:22][C:23]([CH3:24])([CH3:25])[CH3:26])[C:10]([CH3:18])([CH3:19])[O:11][CH:12]2[C:13](=[O:14])[CH:15]2[CH2:16][CH2:17]2)[CH2:2][CH2:3][CH2:4][CH2:5][CH2:6]1. Starting materials: FC(F)(F)Oc1ccc(C#CCBr)cc1, O=C([O-])[O-], CC(C)=O, [K+], [K+], CCCn1c(=O)c2c(nc(-c3ccc(O)cc3)n2COCC[Si](C)(C)C)n(CCC)c1=O. Product: CCCn1c(=O)c2c(nc(-c3ccc(OCC#Cc4ccc(OC(F)(F)F)cc4)cc3)n2COCC[Si](C)(C)C)n(CCC)c1=O. As a reaction SMILES: [Br:39][CH2:40][C:41]#[C:42][c:43]1[cH:44][cH:45][c:46]([O:49][C:50]([F:51])([F:52])[F:53])[cH:47][cH:48]1.[C:33](=[O:34])([O-:35])[O-:36].[CH3:54][C:55](=[O:56])[CH3:57].[K+:37].[K+:38].[OH:1][c:2]1[cH:3][cH:4][c:5](-[c:8]2[n:9][c:10]3[n:11]([CH2:30][CH2:31][CH3:32])[c:12](=[O:29])[n:13]([CH2:26][CH2:27][CH3:28])[c:14](=[O:25])[c:15]3[n:16]2[CH2:17][O:18][CH2:19][CH2:20][Si:21]([CH3:22])([CH3:23])[CH3:24])[cH:6][cH:7]1>>[O:1]([c:2]1[cH:3][cH:4][c:5](-[c:8]2[n:9][c:10]3[n:11]([CH2:30][CH2:31][CH3:32])[c:12](=[O:29])[n:13]([CH2:26][CH2:27][CH3:28])[c:14](=[O:25])[c:15]3[n:16]2[CH2:17][O:18][CH2:19][CH2:20][Si:21]([CH3:22])([CH3:23])[CH3:24])[cH:6][cH:7]1)[CH2:40][C:41]#[C:42][c:43]1[cH:44][cH:45][c:46]([O:49][C:50]([F:51])([F:52])[F:53])[cH:47][cH:48]1.